This data is from the Open Reaction Database (ORD), a public repository of structured organic reaction records. The task is: describe an organic reaction: reactants, conditions, products, and yield The reactants are CC(C)c1cccc(CN)c1, CC(C)O, Cl, CC(C)(C)OC(=O)NC(Cc1cc(F)cc(F)c1)C1CO1. The product is CC(C)c1cccc(CNCC(O)C(Cc2cc(F)cc(F)c2)NC(=O)OC(C)(C)C)c1. As a reaction SMILES: [CH:23]([CH3:24])([CH3:25])[c:26]1[cH:27][c:28]([CH2:29][NH2:30])[cH:31][cH:32][cH:33]1.[CH:34]([OH:35])([CH3:36])[CH3:37].[ClH:22].[F:1][c:2]1[cH:3][c:4]([CH2:9][CH:10]([CH:11]2[O:12][CH2:13]2)[NH:14][C:15]([O:16][C:17]([CH3:18])([CH3:19])[CH3:20])=[O:21])[cH:5][c:6]([F:8])[cH:7]1>>[F:1][c:2]1[cH:3][c:4]([CH2:9][CH:10]([CH:11]([OH:12])[CH2:13][NH:30][CH2:29][c:28]2[cH:27][c:26]([CH:23]([CH3:24])[CH3:25])[cH:33][cH:32][cH:31]2)[NH:14][C:15]([O:16][C:17]([CH3:18])([CH3:19])[CH3:20])=[O:21])[cH:5][c:6]([F:8])[cH:7]1. Reactants: C1(=CC=CC=C1)O (phenol), C1(\C=C/C(=O)O1)=O (maleic anhydride). Reported procedure: A thermosetting resin was prepared as in Example 1. Phenyl hydrogen maleate was prepared by reacting excess phenol with maleic anhydride and was added to the above resin. Reaction SMILES: [C:1]1([OH:7])[CH:6]=[CH:5][CH:4]=[CH:3][CH:2]=1.[C:8]1(=[O:14])[O:13][C:11](=[O:12])[CH:10]=[CH:9]1>>[C:8]([O:7][C:1]1[CH:6]=[CH:5][CH:4]=[CH:3][CH:2]=1)(=[O:14])/[CH:9]=[CH:10]\[C:11]([OH:13])=[O:12]. The product is C(\C=C/C(=O)O)(=O)OC1=CC=CC=C1 (Phenyl hydrogen maleate). Reactants: BrCc1ccccc1, CS(=O)(=O)NCCN1CC2CN(Cc3ccc(C#N)cc3)CC(C1)O2, [H-], [Na+], CN(C)C=O. Yields the product CS(=O)(=O)N(CCN1CC2CN(Cc3ccc(C#N)cc3)CC(C1)O2)Cc1ccccc1. RXN SMILES: [Br:28][CH2:29][c:30]1[cH:31][cH:32][cH:33][cH:34][cH:35]1.[C:3](#[N:4])[c:5]1[cH:6][cH:7][c:8]([CH2:9][N:10]2[CH2:11][CH:12]3[CH2:13][N:14]([CH2:19][CH2:20][NH:21][S:22](=[O:23])(=[O:24])[CH3:25])[CH2:15][CH:16]([CH2:17]2)[O:18]3)[cH:26][cH:27]1.[H-:2].[Na+:1].[O:36]=[CH:37][N:38]([CH3:39])[CH3:40]>>[C:3](#[N:4])[c:5]1[cH:6][cH:7][c:8]([CH2:9][N:10]2[CH2:11][CH:12]3[CH2:13][N:14]([CH2:19][CH2:20][N:21]([S:22](=[O:23])(=[O:24])[CH3:25])[CH2:29][c:30]4[cH:31][cH:32][cH:33][cH:34][cH:35]4)[CH2:15][CH:16]([CH2:17]2)[O:18]3)[cH:26][cH:27]1. Starting materials: [H-].[Na+] (sodium hydride), S1CC(NC2=C1C=CC=C2)=S (2H-1,4-benzothiazine-3(4H)-thione), 85, IC (iodomethane). Solvent: O1CCCC1 (tetrahydrofuran), O1CCCC1 (tetrahydrofuran). Reaction conditions: time 15 minute. The product is CSC=1CSC2=C(N1)C=CC=C2 (3-methylthio-2H-1,4-benzothiazine). Reaction SMILES: [H-].[Na+].[S:3]1[C:8]2[CH:9]=[CH:10][CH:11]=[CH:12][C:7]=2[NH:6][C:5](=[S:13])[CH2:4]1.I[CH3:15]>O1CCCC1>[CH3:15][S:13][C:5]1[CH2:4][S:3][C:8]2[CH:9]=[CH:10][CH:11]=[CH:12][C:7]=2[N:6]=1 |f:0.1|. Reported procedure: To 17 parts of sodium hydride in 1500 parts of tetrahydrofuran at room temperature under nitrogen is added, portionwise with stirring during approximately 15 minutes, 90 parts of 2H-1,4-benzothiazine-3(4H)-thione [J. Med. Chem. 12, 290 (1969)]. After the addition is complete, stirring under nitrogen is continued for 10 minutes, whereupon a solution of 85 parts of iodomethane in 70 parts of tetrahydrofuran is rapidly stirred in and stirring continued thereafter for a still further 15 minutes. Rem... Reactants: BrC1C(C2=CC(=CC=C2C1)C1=CC=C(C=C1)C(F)(F)F)=O (2-bromo-6-(4-trifluoromethylphenyl)indan-1-one), NC(=S)N (thiourea). Run in CC(=O)C (acetone). Reaction conditions: time 4 hour. The product is Br.NC=1SC2C(N1)(C=1C=C(C=CC1C2)C2=CC=C(C=C2)C(F)(F)F)O (2-Amino-5-(4-trifluoromethylphenyl)-8,8a-dihydroindeno[1,2-d]thiazol-3a-ol hydrobromide), NC=1SC2C(N1)(C=1C=C(C=CC1C2)C2=CC=C(C=C2)C(F)(F)F)O (2-amino-5-(4-trifluoromethylphenyl)-8,8a-dihydroindeno[1,2-d]thiazol-3a-ol). RXN SMILES: [Br:1][CH:2]1[CH2:10][C:9]2[C:4](=[CH:5][C:6]([C:11]3[CH:16]=[CH:15][C:14]([C:17]([F:20])([F:19])[F:18])=[CH:13][CH:12]=3)=[CH:7][CH:8]=2)[C:3]1=[O:21].[NH2:22][C:23]([NH2:25])=[S:24]>CC(C)=O>[BrH:1].[NH2:25][C:23]1[S:24][CH:2]2[CH2:10][C:9]3[CH:8]=[CH:7][C:6]([C:11]4[CH:16]=[CH:15][C:14]([C:17]([F:20])([F:19])[F:18])=[CH:13][CH:12]=4)=[CH:5][C:4]=3[C:3]2([OH:21])[N:22]=1.[NH2:25][C:23]1[S:24][CH:2]2[CH2:10][C:9]3[CH:8]=[CH:7][C:6]([C:11]4[CH:16]=[CH:15][C:14]([C:17]([F:20])([F:19])[F:18])=[CH:13][CH:12]=4)=[CH:5][C:4]=3[C:3]2([OH:21])[N:22]=1 |f:3.4|. Procedure: 1.06 g of 2-bromo-6-(4-trifluoromethylphenyl)indan-1-one are dissolved with 266 mg of thiourea in 10 ml of dry acetone and stirred at ice-bath temperature for 4 h. The precipitate is filtered off with suction, washed with acetone and dried in vacuo. The hydrobromide of 2-amino-5-(4-trifluoromethylphenyl)-8,8a-dihydroindeno[1,2-d]thiazol-3a-ol is obtained with a melting point of 228-230° C.